This data is from the Open Reaction Database (ORD), a public repository of structured organic reaction records. The task is: describe an organic reaction: reactants, conditions, products, and yield Starting materials: O=C([O-])[O-], CCNC(C)C, CN(C)C=O, CC#CCOc1cc(Cl)ncn1, [K+], [K+]. Product: CC#CCOc1cc(N(CC)C(C)C)ncn1. Reaction SMILES: [C:13](=[O:14])([O-:15])[O-:16].[CH2:19]([CH3:20])[NH:21][CH:22]([CH3:23])[CH3:24].[CH3:25][N:26]([CH3:27])[CH:28]=[O:29].[Cl:1][c:2]1[n:3][cH:4][n:5][c:6]([O:8][CH2:9][C:10]#[C:11][CH3:12])[cH:7]1.[K+:17].[K+:18]>>[c:2]1([N:21]([CH2:19][CH3:20])[CH:22]([CH3:23])[CH3:24])[n:3][cH:4][n:5][c:6]([O:8][CH2:9][C:10]#[C:11][CH3:12])[cH:7]1. The reactants are BrC1=CC(=CC=C1)C(=C)C1=CC=C(C=C1)SC (1-bromo-3-(1-[4-methylsulfanyl-phenyl]-vinyl)-benzene), OOS(=O)[O-].[K+] (Oxone), CO (methanol). Solvent: O (water), O (water). Reaction conditions: temperature 25 celsius, time 2 hour. The product is BrC1=CC(=CC=C1)C(=C)C1=CC=C(C=C1)S(=O)(=O)C (1-Bromo-3-(1-[4-methanesulfonyl-phenyl]-vinyl)-benzene). Yield: 56.0%. Reaction SMILES: [Br:1][C:2]1[CH:7]=[CH:6][CH:5]=[C:4]([C:8]([C:10]2[CH:15]=[CH:14][C:13](SC)=[CH:12][CH:11]=2)=[CH2:9])[CH:3]=1.O[O:19][S:20]([O-:22])=O.[K+].[CH3:24]O>O>[Br:1][C:2]1[CH:7]=[CH:6][CH:5]=[C:4]([C:8]([C:10]2[CH:11]=[CH:12][C:13]([S:20]([CH3:24])(=[O:22])=[O:19])=[CH:14][CH:15]=2)=[CH2:9])[CH:3]=1 |f:1.2|. Procedure details: To a solution of 1-bromo-3-(1-[4-methylsulfanyl-phenyl]-vinyl)-benzene (0.5 g, 0.16 mmol, 1 eq) in methanol (15 mL) was added over 5 min Oxone® (2.0 g, 0.32 mmol, 2.0 eq) dissolved in water (15 mL). After stirring at 25° C. for 2 h, the reaction mixture was diluted with water (40 mL) and extracted with dichloromethane (3×40 mL). The organic layer was washed with brine (20 mL) and dried on magnesium sulfate. After filtration and concentration, the crude material was chromatographed (silica gel: c... The reactants are formula 1, O1C(CCCC1)OC1OCCCC1 (tetrahydropyranyl ether), OC(/C=C/C1C(C1)(C(=O)OCC)C(=O)OCC)C(CCCC)C (diethyl trans-2-(3-hydroxy-4-methyl-1-octenyl)cyclopropane-1,1-dicarboxylate), formula 1, OC(/C=C/C1C(C1)(C(=O)OCC)C(=O)OCC)(CCCCC)C (diethyl trans-2-(3-hydroxy-3-methyl-1-octenyl)cyclopropane-1,1-dicarboxylate), O1CCCCC1.CCOCC (tetrahydropyran ether). Product: O1C(CCCC1)OC(/C=C/C1C(C1)(C(=O)OCC)C(=O)OCC)C(CCCC)C (diethyl trans-2-{3-[(tetrahydropyran-2-yl)oxy]-4-mehyl-1-octenyl}cyclopropane-1,1-dicarboxylate), C(C)C(C(/C=C/C1C(C1)(C(=O)OC)C(=O)OC)O)CCCCCC (dimethyl trans-2-(4-ethyl-3-hydroxy-1-decenyl)cyclopropane-1,1-dicarboxylate). RXN SMILES: [OH:1][C:2](C)([CH2:18][CH2:19][CH2:20][CH2:21][CH3:22])/[CH:3]=[CH:4]/[CH:5]1[CH2:7][C:6]1([C:13]([O:15][CH2:16]C)=[O:14])[C:8]([O:10][CH2:11]C)=[O:9].O1CCC[CH2:26][CH:25]1OC1CCCCO1.[O:37]1[CH2:42][CH2:41][CH2:40][CH2:39][CH2:38]1.[CH3:43][CH2:44]OCC.[OH:48][CH:49]([CH:65]([CH3:70])[CH2:66][CH2:67][CH2:68][CH3:69])/[CH:50]=[CH:51]/[CH:52]1[CH2:54][C:53]1([C:60]([O:62][CH2:63][CH3:64])=[O:61])[C:55]([O:57][CH2:58][CH3:59])=[O:56]>>[O:37]1[CH2:42][CH2:41][CH2:40][CH2:39][CH:38]1[O:48][CH:49]([CH:65]([CH3:70])[CH2:66][CH2:67][CH2:68][CH3:69])/[CH:50]=[CH:51]/[CH:52]1[CH2:54][C:53]1([C:55]([O:57][CH2:58][CH3:59])=[O:56])[C:60]([O:62][CH2:63][CH3:64])=[O:61].[CH2:25]([CH:18]([CH2:19][CH2:20][CH2:21][CH2:22][CH2:43][CH3:44])[CH:2]([OH:1])/[CH:3]=[CH:4]/[CH:5]1[CH2:7][C:6]1([C:8]([O:10][CH3:11])=[O:9])[C:13]([O:15][CH3:16])=[O:14])[CH3:26] |f:2.3|. Reported procedure: In the same manner but using an equivalent amount of one of the compounds of formula 1 (R2 = H), for example, the compounds listed in Examples 17 to 40, instead of diethyl trans-2-(3-hydroxy-3-methyl-1-octenyl)cyclopropane-1,1-dicarboxylate, then the corresponding tetrahydropyranyl ether compound of formula 1 (R2 = tetrahydropyranyl) is obtained, for example, the corresponding tetrahydropyran ether compounds of Examples 17 to 40, respectively. More specifically exemplified, in the same manner di... Reactants: O=C([O-])[O-], CC#N, IC1CCCC1, [K+], [K+], O=[N+]([O-])c1ccc(N2CCNCC2)cc1, C1COCCOCCOCCOCCOCCO1. The product is O=[N+]([O-])c1ccc(N2CCN(C3CCCC3)CC2)cc1. As a reaction SMILES: [C:16](=[O:17])([O-:18])[O-:19].[CH3:46][C:47]#[N:48].[I:22][CH:23]1[CH2:24][CH2:25][CH2:26][CH2:27]1.[K+:20].[K+:21].[N+:1](=[O:2])([O-:3])[c:4]1[cH:5][cH:6][c:7]([N:10]2[CH2:11][CH2:12][NH:13][CH2:14][CH2:15]2)[cH:8][cH:9]1.[O:28]1[CH2:29][CH2:30][O:31][CH2:32][CH2:33][O:34][CH2:35][CH2:36][O:37][CH2:38][CH2:39][O:40][CH2:41][CH2:42][O:43][CH2:44][CH2:45]1>>[N+:1](=[O:2])([O-:3])[c:4]1[cH:5][cH:6][c:7]([N:10]2[CH2:11][CH2:12][N:13]([CH:23]3[CH2:24][CH2:25][CH2:26][CH2:27]3)[CH2:14][CH2:15]2)[cH:8][cH:9]1. Reaction SMILES: [CH3:47][OH:48].[NH2:1][c:2]1[c:3]([C:35]([N:36]([CH3:37])[CH3:38])=[O:39])[cH:4][c:5](-[c:8]2[cH:9][c:10]3[c:11]([n:12][cH:13]2)[n:14]([CH2:27][O:28][C:29](=[O:30])[C:31]([CH3:32])([CH3:33])[CH3:34])[n:15][c:16]3[CH2:17][c:18]2[cH:19][cH:20][c:21]([N:24]([CH3:25])[CH3:26])[cH:22][cH:23]2)[cH:6][cH:7]1.[Na+:41].[O:42]1[CH2:43][CH2:44][CH2:45][CH2:46]1.[OH-:40]>>[NH2:1][c:2]1[c:3]([C:35]([N:36]([CH3:37])[CH3:38])=[O:39])[cH:4][c:5](-[c:8]2[cH:9][c:10]3[c:11]([n:12][cH:13]2)[nH:14][n:15][c:16]3[CH2:17][c:18]2[cH:19][cH:20][c:21]([N:24]([CH3:25])[CH3:26])[cH:22][cH:23]2)[cH:6][cH:7]1. Product: CN(C)C(=O)c1cc(-c2cnc3[nH]nc(Cc4ccc(N(C)C)cc4)c3c2)ccc1N. The reactants are CO, CN(C)C(=O)c1cc(-c2cnc3c(c2)c(Cc2ccc(N(C)C)cc2)nn3COC(=O)C(C)(C)C)ccc1N, [Na+], C1CCOC1, [OH-]. Starting materials: C1OCC2=C1C=CC(=C2)N (1,3-Dihydro-2-benzofuran-5-amine), N(=O)[O-].[Na+] (NaNO2), NC(=O)N (urea), starch. Run in OS(=O)(=O)O (H2SO4), O (water), O (water), OS(=O)(=O)O (H2SO4), O (water). Conditions: temperature 0 celsius, time 1 hour. The product is C1OCC2=C1C=CC(=C2)O (1,3-Dihydro-2-benzofuran-5-ol). The yield is 36.0%. RXN SMILES: [CH2:1]1[C:5]2[CH:6]=[CH:7][C:8](N)=[CH:9][C:4]=2[CH2:3][O:2]1.N([O-])=[O:12].[Na+].NC(N)=O>O.OS(O)(=O)=O>[CH2:1]1[C:5]2[CH:6]=[CH:7][C:8]([OH:12])=[CH:9][C:4]=2[CH2:3][O:2]1 |f:1.2|. Reported procedure: 1,3-Dihydro-2-benzofuran-5-amine (prepared according to U.S. Pat. No. 4,000,286) (2.7 g, 20 mmol) was dissolved in a mixture of water (300 mL) and conc. H2SO4 (21 mL), cooled to 0° C. and NaNO2 (1.43 g, 20.7 mmol) in water (10 mL) was added over 15 min. After stirring at 0° C. for 1 h the mixture was allowed to stir at 10° C. for 30 min and urea was added until a negative test with starch/KI paper was observed. The solution was then poured over 2 min into a mixture of water (180 mL) and conc. H2... Starting materials: compound, ClC=1C=C(C=C(C1)F)C1=CC(=NN1C1=NC=CC=C1)C(=O)O (5-(3-Chloro-5-fluorophenyl)-1-(pyridin-2-yl)-1H-pyrazole-3-carboxylic acid), Cl.ClC1=NC=CC(=C1)NN (2-chloropyridin-4-yl-hydrazine hydrochloride). The product is ClC=1C=C(C=C(C1)F)C1=CC(=NN1C1=CC(=NC=C1)Cl)C(=O)O (5-(3-Chloro-5-fluorophenyl)-1-(2-chloropyridin-4-yl)-1H-pyrazole-3-carboxylic acid). Reaction SMILES: [Cl:1][C:2]1[CH:3]=[C:4]([C:9]2[N:13]([C:14]3[CH:19]=[CH:18]C=CN=3)[N:12]=[C:11]([C:20]([OH:22])=[O:21])[CH:10]=2)[CH:5]=[C:6]([F:8])[CH:7]=1.Cl.[Cl:24][C:25]1[CH:30]=C(NN)C=C[N:26]=1>>[Cl:1][C:2]1[CH:3]=[C:4]([C:9]2[N:13]([C:14]3[CH:19]=[CH:18][N:26]=[C:25]([Cl:24])[CH:30]=3)[N:12]=[C:11]([C:20]([OH:22])=[O:21])[CH:10]=2)[CH:5]=[C:6]([F:8])[CH:7]=1 |f:1.2|. Reported procedure: 807 mg (2.90 mmol) of the compound of Example 1A is reacted analogously to the synthesis of the compound of Example 20A with 574 mg (3.19 mmol) of 2-chloropyridin-4-yl-hydrazine hydrochloride. After hydrolysis, 248 mg (24% of theory) of the title compound is obtained.